Dataset: the Open Reaction Database (ORD), a public repository of structured organic reaction records. Task: describe an organic reaction: reactants, conditions, products, and yield Starting materials: N(=O)[O-].[Na+] (sodium nitrite), NC1=CC=C2C(=NN(C2=C1)CC(=O)OCC)Cl (Ethyl 6-amino-3-chloroindazol-1-ylacetate), S(O)(O)(=O)=O (sulphuric acid), cupric nitrate, Ice, oxide. Run in O (water), O (water). Reaction conditions: temperature -5 celsius. The product is ClC1=NN(C2=CC(=CC=C12)O)CC(=O)OCC (ethyl 3-chloro-6-hydroxyindazol-1-ylacetate). Reaction SMILES: N[C:2]1[CH:10]=[C:9]2[C:5]([C:6]([Cl:17])=[N:7][N:8]2[CH2:11][C:12]([O:14][CH2:15][CH3:16])=[O:13])=[CH:4][CH:3]=1.S(=O)(=O)(O)[OH:19].N([O-])=O.[Na+]>O>[Cl:17][C:6]1[C:5]2[C:9](=[CH:10][C:2]([OH:19])=[CH:3][CH:4]=2)[N:8]([CH2:11][C:12]([O:14][CH2:15][CH3:16])=[O:13])[N:7]=1 |f:2.3|. Procedure: Ethyl 6-amino-3-chloroindazol-1-ylacetate (11.5 g) was warmed with 35% sulphuric acid to obtain a solution. Ice (54 g) was added and the solution cooled to -5° C. in an ice/salt bath. A solution of sodium nitrite (4 g) in water (43cm3) was added slowly with stirring and cooling at 0° C. When addition was complete, the mixture was stirred for 15 minutes at 0° C. A pre-cooled solution (5° C.) of cupric nitrate (173 g) in water (1.6L) was added with stirring and cooling at 5° C. Cooper (I) oxide (6...